From a dataset of the Open Reaction Database (ORD), a public repository of structured organic reaction records. describe an organic reaction: reactants, conditions, products, and yield Reactants: CC(C)(C)OC(=O)N1CCOC(C(=O)O)C1, CCN=C=NCCCN(C)C, CNOC, Cl, CN(C)C=O, O, On1nnc2ccccc21. Product: CON(C)C(=O)C1CN(C(=O)OC(C)(C)C)CCO1. RXN SMILES: [C:1]([CH3:2])([CH3:3])([CH3:4])[O:5][C:6](=[O:7])[N:8]1[CH2:9][CH:10]([C:14](=[O:15])[OH:16])[O:11][CH2:12][CH2:13]1.[CH3:18][N:19]([CH3:20])[CH2:21][CH2:22][CH2:23][N:24]=[C:25]=[N:26][CH2:27][CH3:28].[CH3:40][NH:41][O:42][CH3:43].[ClH:17].[O:44]=[CH:45][N:46]([CH3:47])[CH3:48].[OH2:29].[OH:30][n:31]1[c:32]2[cH:33][cH:34][cH:35][cH:36][c:37]2[n:38][n:39]1>>[C:1]([CH3:2])([CH3:3])([CH3:4])[O:5][C:6](=[O:7])[N:8]1[CH2:9][CH:10]([C:14](=[O:16])[N:41]([CH3:40])[O:42][CH3:43])[O:11][CH2:12][CH2:13]1. Reactants: NC(CO)(C)C (2-amino-2-methyl-1-propanol), CCOC(=O)C (EtOAc), FC(S(=O)(=O)O[C@@H](C(=O)OC)C)(F)F (Methyl (2R)-2-[(trifluoromethyl)sulfonyl]oxypropionate), C(=O)(O)[O-].[Na+] (NaHCO3). Run in C(Cl)Cl (CH2Cl2), C(Cl)Cl (CH2Cl2). Reaction conditions: temperature -40 celsius, time 2 hour. The product is C[C@@H]1NC(COC1=O)(C)C ((3S)-3,5,5-Trimethylmorpholin-2-one). Isolated yield 62.5%. Reaction SMILES: FC(F)(F)S(O[C@H:7]([CH3:12])[C:8]([O:10][CH3:11])=[O:9])(=O)=O.[NH2:15][C:16](C)([CH3:19])[CH2:17]O.C([O-])(O)=O.[Na+].CCOC(C)=O>C(Cl)Cl>[CH3:12][C@H:7]1[C:8](=[O:9])[O:10][CH2:11][C:16]([CH3:19])([CH3:17])[NH:15]1 |f:2.3|. Reported procedure: A solution of triflate 14 (5.00 g, 0.021 mol) in anhydrous CH2Cl2 (80 mL) under an N2 atmosphere, was cooled to −40° C. and was treated with a solution of 2-amino-2-methyl-1-propanol (2.5 folds, 4.68 g, 0.0525 mol) in anhydrous CH2Cl2 (10 mL). After stirring for 2 h at −40° C., the reaction mixture was warmed slowly to 0° C. then to room temperature and stirred overnight. The reaction mixture was treated with saturated aqueous NaHCO3 solution (100 mL). The organic phase was washed (water, brine)... The reactants are CC(C)C(NC(=O)OCc1ccccc1)C(=O)NC(Cc1ccc(NC(=O)c2ccccc2)cc1)C(=O)O, CN1CCOCC1, CN(C)C=O, ClCCl, Oc1cccc2[nH]nnc12. Product: CC(C)C(NC(=O)OCc1ccccc1)C(=O)NC(C=O)Cc1ccc(NC(=O)c2ccccc2)cc1. Reaction SMILES: [CH2:1]([c:2]1[cH:3][cH:4][cH:5][cH:6][cH:7]1)[O:8][C:9](=[O:10])[NH:11][CH:12]([CH:13]([CH3:14])[CH3:15])[C:16](=[O:17])[NH:18][CH:19]([CH2:20][c:21]1[cH:22][cH:23][c:24]([NH:27][C:28](=[O:29])[c:30]2[cH:31][cH:32][cH:33][cH:34][cH:35]2)[cH:25][cH:26]1)[C:36](=[O:37])[OH:38].[CH3:49][N:50]1[CH2:51][CH2:52][O:53][CH2:54][CH2:55]1.[CH3:56][N:57]([CH3:58])[CH:59]=[O:60].[Cl:61][CH2:62][Cl:63].[OH:39][c:40]1[c:41]2[n:42][n:43][nH:44][c:45]2[cH:46][cH:47][cH:48]1>>[CH2:1]([c:2]1[cH:3][cH:4][cH:5][cH:6][cH:7]1)[O:8][C:9](=[O:10])[NH:11][CH:12]([CH:13]([CH3:14])[CH3:15])[C:16](=[O:17])[NH:18][CH:19]([CH2:20][c:21]1[cH:22][cH:23][c:24]([NH:27][C:28](=[O:29])[c:30]2[cH:31][cH:32][cH:33][cH:34][cH:35]2)[cH:25][cH:26]1)[CH:36]=[O:37]. The reactants are BrCC=1C=C(C(=NC1)C1=C(C=CC(=C1)OC)F)CC(C)(C)C (5-(bromomethyl)-2-(2-fluoro-5-methoxyphenyl)-3-neopentylpyridine), C1(CC1)C(CC(=O)OCC)C1=CC(=NC=C1)O (ethyl 3-cyclopropyl-3-(2-hydroxypyridin-4-yl)propanoate). Reagents/catalysts: C([O-])([O-])=O.[Ag+2] (silver carbonate). Solvent: C1(=CC=CC=C1)C (toluene). The product is C1(CC1)C(CC(=O)OCC)C1=CC(=NC=C1)OCC=1C=NC(=C(C1)CC(C)(C)C)C1=C(C=CC(=C1)OC)F (ethyl 3-cyclopropyl-3-(2-((6-(2-fluoro-5-methoxyphenyl)-5-neopentylpyridin-3-yl)methoxy)pyridin-4-yl)propanoate). Isolated yield 22.4%. RXN SMILES: Br[CH2:2][C:3]1[CH:4]=[C:5]([CH2:18][C:19]([CH3:22])([CH3:21])[CH3:20])[C:6]([C:9]2[CH:14]=[C:13]([O:15][CH3:16])[CH:12]=[CH:11][C:10]=2[F:17])=[N:7][CH:8]=1.[CH:23]1([CH:26]([C:33]2[CH:38]=[CH:37][N:36]=[C:35]([OH:39])[CH:34]=2)[CH2:27][C:28]([O:30][CH2:31][CH3:32])=[O:29])[CH2:25][CH2:24]1>C(=O)([O-])[O-].[Ag+2].C1(C)C=CC=CC=1>[CH:23]1([CH:26]([C:33]2[CH:38]=[CH:37][N:36]=[C:35]([O:39][CH2:2][C:3]3[CH:8]=[N:7][C:6]([C:9]4[CH:14]=[C:13]([O:15][CH3:16])[CH:12]=[CH:11][C:10]=4[F:17])=[C:5]([CH2:18][C:19]([CH3:22])([CH3:21])[CH3:20])[CH:4]=3)[CH:34]=2)[CH2:27][C:28]([O:30][CH2:31][CH3:32])=[O:29])[CH2:25][CH2:24]1 |f:2.3|. Procedure: A mixture of 5-(bromomethyl)-2-(2-fluoro-5-methoxyphenyl)-3-neopentylpyridine (88 mg), ethyl 3-cyclopropyl-3-(2-hydroxypyridin-4-yl)propanoate (62 mg), silver carbonate (72.6 mg) and toluene (2.0 mL) was heated under reflux for 3 hr. The reaction mixture was cooled to room temperature and filtered. The solvent in the filtrate was evaporated under reduced pressure, and the residue was purified by silica gel column chromatography (ethyl acetate/hexane) to give the title compound (28 mg) as an oran...